From a dataset of the Open Reaction Database (ORD), a public repository of structured organic reaction records. describe an organic reaction: reactants, conditions, products, and yield Starting materials: BrC=1N=CN(C1C(=O)OCC)COCC[Si](C)(C)C (ethyl 4-bromo-1-[[2-(trimethylsilyl)ethoxy]methyl]-1H-imidazole-5-carboxylate), C(#N)C1=CC=C(C=C1)B(O)O ((4-cyanophenyl)boronic acid), C(Cl)Cl (CH2Cl2), C([O-])([O-])=O.[K+].[K+] (potassium carbonate). Reagents/catalysts: C1=CC=C(C=C1)P([C-]2C=CC=C2)C3=CC=CC=C3.C1=CC=C(C=C1)P([C-]2C=CC=C2)C3=CC=CC=C3.Cl[Pd]Cl.[Fe+2] (Pd(dppf)Cl2). Run in CN(C=O)C (N,N-dimethylformamide), C(C)(=O)OCC (ethyl acetate). Product: C(#N)C1=CC=C(C=C1)C=1N=CN(C1C(=O)OCC)COCC[Si](C)(C)C (ethyl 4-(4-cyanophenyl)-1-((2-(trimethylsilyl)ethoxy)methyl)-1H-imidazole-5-carboxylate). The yield is 82.4%. As a reaction SMILES: Br[C:2]1[N:3]=[CH:4][N:5]([CH2:12][O:13][CH2:14][CH2:15][Si:16]([CH3:19])([CH3:18])[CH3:17])[C:6]=1[C:7]([O:9][CH2:10][CH3:11])=[O:8].[C:20]([C:22]1[CH:27]=[CH:26][C:25](B(O)O)=[CH:24][CH:23]=1)#[N:21].C(Cl)Cl.C(=O)([O-])[O-].[K+].[K+]>CN(C)C=O.C(OCC)(=O)C.C1C=CC(P(C2C=CC=CC=2)[C-]2C=CC=C2)=CC=1.C1C=CC(P(C2C=CC=CC=2)[C-]2C=CC=C2)=CC=1.Cl[Pd]Cl.[Fe+2]>[C:20]([C:22]1[CH:27]=[CH:26][C:25]([C:2]2[N:3]=[CH:4][N:5]([CH2:12][O:13][CH2:14][CH2:15][Si:16]([CH3:19])([CH3:18])[CH3:17])[C:6]=2[C:7]([O:9][CH2:10][CH3:11])=[O:8])=[CH:24][CH:23]=1)#[N:21] |f:3.4.5,8.9.10.11|. Procedure details: A mixture of ethyl 4-bromo-1-[[2-(trimethylsilyl)ethoxy]methyl]-1H-imidazole-5-carboxylate (3.48 g, 9.96 mmol, 1.00 equiv), (4-cyanophenyl)boronic acid (3.0 g, 20.42 mmol, 2.00 equiv), Pd(dppf)Cl2.CH2Cl2 (0.42 g, 0.06 equiv) and potassium carbonate (4.0 g, 3.00 equiv) in N,N-dimethylformamide (20 mL) was stirred under nitrogen at 100° C. for 5 h. The reaction was cooled to room temperature and then diluted with 100 mL of ethyl acetate. The mixture was washed with 4×50 mL of brine. The organic la... Starting materials: CNC1=CC=C(C(=O)N[C@@H](CCC(=O)OCC)C(=O)OCC)C=C1 (diethyl N-(p-methylaminobenzoyl)-L-glutamate), C(C)(=O)OCC1=NC2=CC=C(C=C2C(N1)=O)CBr (2-acetoxymethyl-6-bromomethyl-3,4-dihydroquinazolin-4-one), BrCC=1C=C2C(NC(=NC2=CC1)C)=O (6-bromomethyl-3,4-dihydro-2-methylquinazolin-4-one), ( 5 ), 6-methyl, ( 5 ), diethyl N-(5-methylamino-2-theonyl)-L-glutamate, C(C)NC1=CC=C(S1)C(=O)N[C@@H](CCC(=O)OCC)C(=O)OCC (diethyl N-(5-ethylamino-2-thenoyl)-L-glutamate). The product is OCC1=NC2=CC=C(C=C2C(N1)=O)CN([C@@](CCC(=O)O)(C(=O)O)C(C1=CC=CS1)=O)NC (N-(3,4-dihydro-2-hydroxymethyl-4-oxoquinazolin-6-ylmethyl)-N-methylamino-2-thenoyl-L-glutamic acid). Reaction SMILES: C([O:4][CH2:5][C:6]1[NH:15][C:14](=[O:16])[C:13]2[C:8](=[CH:9][CH:10]=[C:11]([CH2:17]Br)[CH:12]=2)[N:7]=1)(=O)C.BrCC1C=C2C(=CC=1)N=C(C)[NH:25][C:24]2=O.C(N[C:36]1[S:40][C:39]([C:41](N[C@H](C(OCC)=O)CCC(OCC)=O)=[O:42])=[CH:38][CH:37]=1)C.CNC1C=CC(C([NH:65][C@H:66]([C:74]([O:76]CC)=[O:75])[CH2:67][CH2:68][C:69]([O:71]CC)=[O:70])=O)=CC=1>>[OH:4][CH2:5][C:6]1[NH:15][C:14](=[O:16])[C:13]2[C:8](=[CH:9][CH:10]=[C:11]([CH2:17][N:65]([NH:25][CH3:24])[C@:66]([C:41](=[O:42])[C:39]3[S:40][CH:36]=[CH:37][CH:38]=3)([C:74]([OH:76])=[O:75])[CH2:67][CH2:68][C:69]([OH:71])=[O:70])[CH:12]=2)[N:7]=1. Procedure: The process described in Example 3 was repeated using 2-acetoxymethyl-6-bromomethyl-3,4-dihydroquinazolin-4-one (prepared from the 6-methyl compound, which is described in note (5) of Example 4, using the process described in the portion of Example 3 concerned with the preparation of starting materials) in place of 6-bromomethyl-3,4-dihydro-2-methylquinazolin-4-one and, in turn, diethyl N-(5-methylamino-2-theonyl)-L-glutamate and diethyl N-(5-ethylamino-2-thenoyl)-L-glutamate (both of which were... Product: CN(C)C(=O)COC(=O)COc1ccc(C(=O)Nc2ccccc2Sc2ccccc2-c2nnn[nH]2)cc1. Reactants: CN(C)C(=O)CO, CC(=O)O, CN(C)C=O, O, O=C(O)COc1ccc(C(=O)Nc2ccccc2Sc2ccccc2-c2nnn[nH]2)cc1. RXN SMILES: [CH3:33][N:34]([C:35]([CH2:36][OH:37])=[O:38])[CH3:39].[CH3:40][C:41](=[O:42])[OH:43].[CH3:44][N:45]([CH3:46])[CH:47]=[O:48].[OH2:49].[nH:1]1[n:2][n:3][n:4][c:5]1-[c:6]1[c:7]([S:12][c:13]2[c:14]([NH:19][C:20](=[O:21])[c:22]3[cH:23][cH:24][c:25]([O:26][CH2:27][C:28](=[O:29])[OH:30])[cH:31][cH:32]3)[cH:15][cH:16][cH:17][cH:18]2)[cH:8][cH:9][cH:10][cH:11]1>>[n:1]1[n:2][n:3][nH:4][c:5]1-[c:6]1[c:7]([S:12][c:13]2[c:14]([NH:19][C:20](=[O:21])[c:22]3[cH:23][cH:24][c:25]([O:26][CH2:27][C:28](=[O:29])[O:30][CH2:36][C:35]([N:34]([CH3:33])[CH3:39])=[O:38])[cH:31][cH:32]3)[cH:15][cH:16][cH:17][cH:18]2)[cH:8][cH:9][cH:10][cH:11]1. Starting materials: BrCCOCCOCCOCCBr, O=C([O-])[O-], CCCc1c(OCCCC(=O)OCC)ccc(C(C)=O)c1O, CC(C)=O, [K+], [K+]. Product: CCCc1c(OCCCC(=O)OCC)ccc(C(C)=O)c1OCCOCCOCCOCCBr. As a reaction SMILES: [Br:23][CH2:24][CH2:25][O:26][CH2:27][CH2:28][O:29][CH2:30][CH2:31][O:32][CH2:33][CH2:34][Br:35].[C:36](=[O:37])([O-:38])[O-:39].[CH2:1]([CH3:2])[O:3][C:4]([CH2:5][CH2:6][CH2:7][O:8][c:9]1[c:10]([CH2:19][CH2:20][CH3:21])[c:11]([OH:18])[c:12]([C:15]([CH3:16])=[O:17])[cH:13][cH:14]1)=[O:22].[CH3:42][C:43](=[O:44])[CH3:45].[K+:40].[K+:41]>>[CH2:1]([CH3:2])[O:3][C:4]([CH2:5][CH2:6][CH2:7][O:8][c:9]1[c:10]([CH2:19][CH2:20][CH3:21])[c:11]([O:18][CH2:34][CH2:33][O:32][CH2:31][CH2:30][O:29][CH2:28][CH2:27][O:26][CH2:25][CH2:24][Br:23])[c:12]([C:15]([CH3:16])=[O:17])[cH:13][cH:14]1)=[O:22]. Run in CN(C)C=O (DMF), C(C)(=O)OCC (ethyl acetate). As a reaction SMILES: [CH3:1][C:2]1[CH:3]=[C:4]([CH2:11][C:12]([NH2:14])=[S:13])[CH:5]=[CH:6][C:7]=1[N+:8]([O-:10])=[O:9].Br[CH2:16][C:17](=[O:25])[C:18]([F:24])([F:23])[C:19]([F:22])([F:21])[F:20].C(=O)([O-])[O-].[K+].[K+]>CN(C=O)C.C(OCC)(=O)C>[F:23][C:18]([F:24])([C:19]([F:22])([F:21])[F:20])[C:17](=[O:25])[CH2:16][S:13][C:12](=[NH:14])[CH2:11][C:4]1[CH:5]=[CH:6][C:7]([N+:8]([O-:10])=[O:9])=[C:2]([CH3:1])[CH:3]=1 |f:2.3.4|. Procedure details: 2-(3-Methyl-4-nitrophenyl)-thioacetamide (1.00 g), 1-bromo-3,3,4,4,4-pentafluoro-2-butanone (1.15 g) and potassium carbonate (0.79 g) were stirred in DMF (10 ml) at room temperature for 1 hour. The reaction solution was diluted with ethyl acetate and washed with water and saturated aqueous solution of sodium chloride. After drying the organic layer with magnesium sulfate, the solvent was distilled off under the reduced pressure and the obtained residue was purified by silica gel column chromatog... Starting materials: CC=1C=C(C=CC1[N+](=O)[O-])CC(=S)N (2-(3-Methyl-4-nitrophenyl)-thioacetamide), BrCC(C(C(F)(F)F)(F)F)=O (1-bromo-3,3,4,4,4-pentafluoro-2-butanone), C([O-])([O-])=O.[K+].[K+] (potassium carbonate). Isolated yield 73.8%. Product: FC(C(CSC(CC1=CC(=C(C=C1)[N+](=O)[O-])C)=N)=O)(C(F)(F)F)F (2-(3-Methyl-4-nitro-phenyl)-thioacetimidic acid 3,3,4,4,4-pentafluoro-2-oxo-butyl ester). The reactants are C=C(Br)C1CCCCC1, [Cs+], [Cu]I, [F-], C[Sn](C)(C)c1ccc2nc(-c3ccc(C4OCCCO4)cc3F)sc2n1, CN(C)C=O, [Pd], c1ccc(P(c2ccccc2)c2ccccc2)cc1, c1ccc(P(c2ccccc2)c2ccccc2)cc1, c1ccc(P(c2ccccc2)c2ccccc2)cc1, c1ccc(P(c2ccccc2)c2ccccc2)cc1. The product is C=C(c1ccc2nc(-c3ccc(C4OCCCO4)cc3F)sc2n1)C1CCCCC1. RXN SMILES: [Br:3][C:4](=[CH2:5])[CH:6]1[CH2:7][CH2:8][CH2:9][CH2:10][CH2:11]1.[Cs+:2].[Cu:43][I:44].[F-:1].[O:12]1[CH:13]([c:18]2[cH:19][c:20]([F:37])[c:21](-[c:24]3[s:25][c:26]4[n:27][c:28]([Sn:33]([CH3:34])([CH3:35])[CH3:36])[cH:29][cH:30][c:31]4[n:32]3)[cH:22][cH:23]2)[O:14][CH2:15][CH2:16][CH2:17]1.[O:38]=[CH:39][N:40]([CH3:41])[CH3:42].[Pd:45].[c:103]1([P:104]([c:105]2[cH:106][cH:107][cH:108][cH:109][cH:110]2)[c:111]2[cH:112][cH:113][cH:114][cH:115][cH:116]2)[cH:117][cH:118][cH:119][cH:120][cH:121]1.[c:46]1([P:47]([c:48]2[cH:49][cH:50][cH:51][cH:52][cH:53]2)[c:54]2[cH:55][cH:56][cH:57][cH:58][cH:59]2)[cH:60][cH:61][cH:62][cH:63][cH:64]1.[c:65]1([P:66]([c:67]2[cH:68][cH:69][cH:70][cH:71][cH:72]2)[c:73]2[cH:74][cH:75][cH:76][cH:77][cH:78]2)[cH:79][cH:80][cH:81][cH:82][cH:83]1.[c:84]1([P:85]([c:86]2[cH:87][cH:88][cH:89][cH:90][cH:91]2)[c:92]2[cH:93][cH:94][cH:95][cH:96][cH:97]2)[cH:98][cH:99][cH:100][cH:101][cH:102]1>>[C:4](=[CH2:5])([CH:6]1[CH2:7][CH2:8][CH2:9][CH2:10][CH2:11]1)[c:28]1[n:27][c:26]2[s:25][c:24](-[c:21]3[c:20]([F:37])[cH:19][c:18]([CH:13]4[O:12][CH2:17][CH2:16][CH2:15][O:14]4)[cH:23][cH:22]3)[n:32][c:31]2[cH:30][cH:29]1.